describe an organic reaction: reactants, conditions, products, and yield From a dataset of the Open Reaction Database (ORD), a public repository of structured organic reaction records. The reactants are CC(CN1C(N(C(N(C1=O)CC(C)(C)C1=C(C=CC(=C1)C)O)=O)CC(C)(C)C1=C(C=CC(=C1)C)O)=O)(C1=C(C=CC(=C1)C)O)C (1,3,5-Tris[2,2-dimethyl-2-(2-hydroxy-5-methylphenyl)ethyl]-s-triazine-2,4,6-(1H,3H,5H)trione), OS(=O)(=O)O (H2SO4). Run in [N+](=O)([O-])C1=CC=CC=C1 (nitrobenzene), C(C)(=O)OCC (ethyl acetate). Run at temperature 90 celsius. Product: CC(CN1C(N(C(N(C1=O)CC(C)(C)C1=C(C(=CC(=C1)C)C(C)(C)C)O)=O)CC(C)(C)C1=C(C(=CC(=C1)C)C(C)(C)C)O)=O)(C1=C(C(=CC(=C1)C)C(C)(C)C)O)C (1,3,5-Tris[2,2-dimethyl-2-(2-hydroxy-5-methyl-3-t-butylphenyl)ethyl]-s-triazine-2,4,6-(1H,3H,5H)trione). Yield: 102.1%. As a reaction SMILES: [CH3:1][C:2]([CH3:45])([C:37]1[CH:42]=[C:41]([CH3:43])[CH:40]=[CH:39][C:38]=1[OH:44])[CH2:3][N:4]1[C:9](=[O:10])[N:8]([CH2:11][C:12]([C:15]2[CH:20]=[C:19]([CH3:21])[CH:18]=[CH:17][C:16]=2[OH:22])([CH3:14])[CH3:13])[C:7](=[O:23])[N:6]([CH2:24][C:25]([C:28]2[CH:33]=[C:32]([CH3:34])[CH:31]=[CH:30][C:29]=2[OH:35])([CH3:27])[CH3:26])[C:5]1=[O:36].OS(O)(=O)=O>[N+](C1C=CC=CC=1)([O-])=O.C(OCC)(=O)C>[CH3:14][C:12]([CH3:13])([C:15]1[CH:20]=[C:19]([CH3:21])[CH:18]=[C:17]([C:12]([CH3:14])([CH3:13])[CH3:11])[C:16]=1[OH:22])[CH2:11][N:8]1[C:7](=[O:23])[N:6]([CH2:24][C:25]([C:28]2[CH:33]=[C:32]([CH3:34])[CH:31]=[C:30]([C:2]([CH3:1])([CH3:3])[CH3:37])[C:29]=2[OH:35])([CH3:26])[CH3:27])[C:5](=[O:36])[N:4]([CH2:3][C:2]([C:37]2[CH:42]=[C:41]([CH3:43])[CH:40]=[C:39]([C:19]([CH3:21])([CH3:20])[CH3:18])[C:38]=2[OH:44])([CH3:45])[CH3:1])[C:9]1=[O:10]. Procedure: To a 50 ml 3-neck round bottom flask is charged 2 g product of Example 2 in 10 ml nitrobenzene. 0.1 ml H2SO4 is added and isobutylene is bubbled through the solution while warming to 90° C. After TLC shows the reaction to be complete, the mixture is diluted with an equal volume of ethyl acetate and washed 2 times with 50 ml 5% sodium bicarbonate. The organic layer is dried and concentrated in vacuo. The residue is purified by dry column chromatography (ET2O/hexane) to yield 1.3 g of product, mp ... Product: CN(CCOC1=CC=C(C=C1)CCN1[C@@](CN2C1=NC(=CC2=O)N2CC1CCC(C2)O1)(C(F)(F)F)C)C ((S)-1-{2-[4-(2-dimethylaminoethoxy)phenyl]ethyl}-2-methyl-7-(8-oxa-3-azabicyclo[3.2.1]oct-3-yl)-2-trifluoromethyl-2,3-dihydro-1H-imidazo[1,2-a]pyrimidin-5-one). As a reaction SMILES: C(=O)([O-])[O-].[Cs+].[Cs+].[OH:7][C:8]1[CH:13]=[CH:12][C:11]([CH2:14][CH2:15][N:16]2[C:20]3=[N:21][C:22]([N:26]4[CH2:32][CH:31]5[O:33][CH:28]([CH2:29][CH2:30]5)[CH2:27]4)=[CH:23][C:24](=[O:25])[N:19]3[CH2:18][C@@:17]2([CH3:38])[C:34]([F:37])([F:36])[F:35])=[CH:10][CH:9]=1.Cl[CH2:40][CH2:41][N:42]([CH3:44])[CH3:43]>CN(C=O)C>[CH3:43][N:42]([CH3:44])[CH2:41][CH2:40][O:7][C:8]1[CH:13]=[CH:12][C:11]([CH2:14][CH2:15][N:16]2[C:20]3=[N:21][C:22]([N:26]4[CH2:27][CH:28]5[O:33][CH:31]([CH2:30][CH2:29]5)[CH2:32]4)=[CH:23][C:24](=[O:25])[N:19]3[CH2:18][C@@:17]2([CH3:38])[C:34]([F:37])([F:36])[F:35])=[CH:10][CH:9]=1 |f:0.1.2|. Procedure: 282 mg (0.87 mmol) of cesium carbonate are added to a solution of 130 mg (0.29 mmol) of (S)-1-[2-(4-hydroxyphenyl)ethyl]-2-methyl-7-(8-oxa-3-azabicyclo[3.2.1]oct-3-yl)-2-trifluoromethyl-2,3-dihydro-1H-imidazo[1,2-a]pyrimidin-5-one in 10 mL of DMF. After heating at 80° C. for 20 minutes, 62.40 mg (0.43 mmol) of (2-chloroethyl)dimethylamine are added. The reaction medium is heated at 80° C. overnight. The reaction medium is evaporated to dryness. After purification by chromatography on silica gel ... Conditions: temperature 80 celsius. The reactants are C([O-])([O-])=O.[Cs+].[Cs+] (cesium carbonate), OC1=CC=C(C=C1)CCN1[C@@](CN2C1=NC(=CC2=O)N2CC1CCC(C2)O1)(C(F)(F)F)C ((S)-1-[2-(4-hydroxyphenyl)ethyl]-2-methyl-7-(8-oxa-3-azabicyclo[3.2.1]oct-3-yl)-2-trifluoromethyl-2,3-dihydro-1H-imidazo[1,2-a]pyrimidin-5-one), ClCCN(C)C ((2-chloroethyl)dimethylamine). Run in CN(C)C=O (DMF).